The task is: describe an organic reaction: reactants, conditions, products, and yield. This data is from the Open Reaction Database (ORD), a public repository of structured organic reaction records. Starting materials: solution, C(C)(C)[N-]C(C)C.[Li+] (lithium diisopropylamide), O1CCCC1.CCCCCCC.C(C)C1=CC=CC=C1 (tetrahydrofuran heptane ethylbenzene), ClC=1C=NC=C(C1C)Cl (3,5-dichloro-4-methyl-pyridine), C1(CCCC1)OC=1C(=C(C=O)C=CC1OC)[N+](=O)[O-] (3-cyciopentyloxy-4-methoxy-2-nitro-benzaldehyde), [NH4+].[Cl-] (NH4Cl). Run in O1CCCC1 (tetrahydrofuran), O1CCCC1 (tetrahydrofuran), O (water), O1CCCC1 (tetrahydrofuran). Conditions: temperature -75 celsius, time 1 hour. Product: C1(CCCC1)OC=1C(=C(C=CC1OC)C(CCC1=C(C=NC=C1Cl)Cl)O)[N+](=O)[O-] (1-(3-Cyclopentyloxy-4-methoxy-2-nitro-phenyl)-2-(3,5-dichloro-pyridin-4-yl-methyl)-ethanol). Isolated yield 84.0%. Reaction SMILES: [CH:1]([N-]C(C)C)(C)C.[Li+].O1CCCC1.CCCCCCC.C(C1C=CC=CC=1)C.[Cl:29][C:30]1[CH:31]=[N:32][CH:33]=[C:34]([Cl:37])[C:35]=1[CH3:36].[CH:38]1([O:43][C:44]2[C:45]([N+:54]([O-:56])=[O:55])=[C:46]([CH:49]=[CH:50][C:51]=2[O:52][CH3:53])[CH:47]=[O:48])[CH2:42][CH2:41][CH2:40][CH2:39]1.[NH4+].[Cl-]>O1CCCC1.O>[CH:38]1([O:43][C:44]2[C:45]([N+:54]([O-:56])=[O:55])=[C:46]([CH:47]([OH:48])[CH2:1][CH2:36][C:35]3[C:34]([Cl:37])=[CH:33][N:32]=[CH:31][C:30]=3[Cl:29])[CH:49]=[CH:50][C:51]=2[O:52][CH3:53])[CH2:39][CH2:40][CH2:41][CH2:42]1 |f:0.1,2.3.4,7.8|. Reported procedure: A 2M solution under nitrogen of lithium diisopropylamide in tetrahydrofuran/heptane/ethylbenzene (47 ml, 94.9 mmoles) in dry tetrahydrofuran (100 ml) was added with 3,5-dichloro-4-methyl-pyridine (14.6 g, 90.4 mmoles), obtained as described in example 15, in dry tetrahydrofuran (100 ml), keeping the temperature under −65° C. At the end of the addition the mixture was left under stirring for 1 hour at −75° C., then added with 3-cyciopentyloxy-4-methoxy-2-nitro-benzaldehyde (24 g, 90.4 mmoles), ob... The reactants are C(#C)C=1C=NC=CC1 (3-Ethynylpyridine), FC=1C=C(N)C(=CC1)I (3-fluoro-6-iodoaniline). Product: FC1=CC=C2C=C(NC2=C1)C=1C=NC=CC1 (6-fluoro-2-pyridin-3-yl-1H-indole). As a reaction SMILES: [C:1]([C:3]1[CH:4]=[N:5][CH:6]=[CH:7][CH:8]=1)#[CH:2].[F:9][C:10]1[CH:11]=[C:12]([C:14](I)=[CH:15][CH:16]=1)[NH2:13]>>[F:9][C:10]1[CH:11]=[C:12]2[C:14]([CH:2]=[C:1]([C:3]3[CH:4]=[N:5][CH:6]=[CH:7][CH:8]=3)[NH:13]2)=[CH:15][CH:16]=1. Procedure: 3-Ethynylpyridine and 3-fluoro-6-iodoaniline are processed according to the method described in Example 86 to give 6-fluoro-2-pyridin-3-yl-1H-indole. MS (ESI) m/z 213.0 (M+H)+. The reactants are O1C(COC=2C=CC3=C(SC(=C3)S(N)(=O)=O)C2)C1 (6-[2,3-epoxypropoxy]-2-sulfamoylbenzo[b]thiophene), CO (methanol). Reagents/catalysts: S(O)(O)(=O)=O (sulfuric acid). Conditions: time 18 hour. The product is COCC(COC=1C=CC2=C(SC(=C2)S(N)(=O)=O)C1)O (6-[3-Methoxy-2-hydroxypropoxy]-2-sulfamoylbenzo[b]thiophene). As a reaction SMILES: [O:1]1[CH2:18][CH:2]1[CH2:3][O:4][C:5]1[CH:6]=[CH:7][C:8]2[CH:12]=[C:11]([S:13](=[O:16])(=[O:15])[NH2:14])[S:10][C:9]=2[CH:17]=1.[CH3:19][OH:20]>S(=O)(=O)(O)O>[CH3:19][O:20][CH2:18][CH:2]([OH:1])[CH2:3][O:4][C:5]1[CH:6]=[CH:7][C:8]2[CH:12]=[C:11]([S:13](=[O:15])(=[O:16])[NH2:14])[S:10][C:9]=2[CH:17]=1. Procedure details: One drop of concentrated sulfuric acid was added to a solution of 6-[2,3-epoxypropoxy]-2-sulfamoylbenzo[b]thiophene (2.0 g, 7.0 mmol) in methanol (25 ml). After 18 hours, the methanol was removed under vacuum. The residue was dissolved in ethyl acetate (200 ml), washed with water (2×25 ml), brine (2×25 ml) and dried (Na2SO4). The ethyl acetate was removed under vacuum. The white solid remaining was recrystallized from boiling ethyl acetate, 1.5 g, m.p. 128°-129° C. Reactants: NC1=CN=C(C(=N1)C#N)C1=C(C=C(C=C1)B1OC(C(O1)(C)C)(C)C)F (6-amino-3-(2-fluoro-4-(4,4,5,5-tetramethyl-1,3,2-dioxaborolan-2-yl)phenyl)pyrazine-2-carbonitrile), BrC1=C(C=CC=C1)S(=O)(=O)NCCO (2-bromo-N-(2-hydroxyethyl)benzenesulfonamide). The product is NC=1N=C(C(=NC1)C1=C(C=C(C=C1)C=1C(=CC=CC1)S(=O)(=O)NCCO)F)C#N (4′-(5-Amino-3-cyanopyrazin-2-yl)-3′-fluoro-N-(2-hydroxyethyl)biphenyl-2-sulfonamide). As a reaction SMILES: [NH2:1][C:2]1[N:7]=[C:6]([C:8]#[N:9])[C:5]([C:10]2[CH:15]=[CH:14][C:13](B3OC(C)(C)C(C)(C)O3)=[CH:12][C:11]=2[F:25])=[N:4][CH:3]=1.Br[C:27]1[CH:32]=[CH:31][CH:30]=[CH:29][C:28]=1[S:33]([NH:36][CH2:37][CH2:38][OH:39])(=[O:35])=[O:34]>>[NH2:1][C:2]1[N:7]=[C:6]([C:8]#[N:9])[C:5]([C:10]2[CH:15]=[CH:14][C:13]([C:27]3[C:28]([S:33]([NH:36][CH2:37][CH2:38][OH:39])(=[O:35])=[O:34])=[CH:29][CH:30]=[CH:31][CH:32]=3)=[CH:12][C:11]=2[F:25])=[N:4][CH:3]=1. Procedure: The title compound was prepared using conditions analogous to those used to make Example 6 utilizing 6-amino-3-(2-fluoro-4-(4,4,5,5-tetramethyl-1,3,2-dioxaborolan-2-yl)phenyl)pyrazine-2-carbonitrile and 2-bromo-N-(2-hydroxyethyl)benzenesulfonamide. MS (ESI): mass calcd. for C19H16FNO53S, 413.10; m/z found, 414.0 [M+H]+. 1H NMR (500 MHz, DMSO-δ6) δ 8.26 (s, 1H), 7.99 (dd, J=7.9, 1.4, 1H), 7.72-7.59 (m, 3H), 7.47-7.41 (m, 2H), 7.41-7.31 (m, 4H), 4.70-4.64 (t, J=5.5, 1H), 3.45-3.27 (m, 2H), 2.85-2....